This data is from the Open Reaction Database (ORD), a public repository of structured organic reaction records. The task is: describe an organic reaction: reactants, conditions, products, and yield Starting materials: COC(CNC1=CC(=CC=C1)OC)=O (N-(3-methoxyphenyl)glycine methyl ester), N(=O)[O-].[Na+] (sodium nitrite), ClCCl (Dichloromethane), CO (Methanol). Reagents/catalysts: [Zn] (Zinc). Run in C(C)(=O)O (acetic acid), O (water). Run at time 30 minute. Product: COC=1C=C(C=CC1)N(N)CC(=O)OC (Methyl [1-(3-methoxyphenyl)hydrazino]acetate). The yield is 15.2%. RXN SMILES: [CH3:1][O:2][C:3](=[O:14])[CH2:4][NH:5][C:6]1[CH:11]=[CH:10][CH:9]=[C:8]([O:12][CH3:13])[CH:7]=1.[N:15]([O-])=O.[Na+].CO.ClCCl>C(O)(=O)C.[Zn].O>[CH3:13][O:12][C:8]1[CH:7]=[C:6]([N:5]([CH2:4][C:3]([O:2][CH3:1])=[O:14])[NH2:15])[CH:11]=[CH:10][CH:9]=1 |f:1.2|. Procedure: To a cold (0°) solution of N-(3-methoxyphenyl)glycine methyl ester (50 g) in aqueous acetic acid (800 ml) was added dropwise an aqueous solution (200 ml) of sodium nitrite (21.2 g) and the mixture was stirred for 30 min. Methanol (200 ml) was added and the mixture was cooled to -10°. Zinc dust (83.2 g) was added portionwise over 2 h during which time the internal temperature was maintained at -10° to 0° and the mixture was stirred for a further 1 h at 0°. Dichloromethane (800 ml) and water (800 ... The reactants are C(C)O (ethanol), C(C1=CC=CC=C1)NC[C@@H]1OC2=C(OC1)C=CC(=C2CC#N)[N+](=O)[O-] ({(3S)-3-[(benzylamino)methyl]-6-nitro-2,3-dihydro-1,4-benzodioxin-5-yl}acetonitrile), C(C)O (ethanol), [OH-].[NH4+] (ammonium hydroxide), S(O)(O)(=O)=O (sulfuric acid). Conditions: temperature 75 celsius, time 3 hour. Yields the product C(C)OC(CC1=C(C=CC=2OC[C@@H](OC21)CNCC2=CC=CC=C2)[N+](=O)[O-])=O (ethyl{(3S)-3-[(benzylamino)methyl]-6-nitro-2,3-dihydro-1,4-benzodioxin-5-yl}acetate). Isolated yield 106.0%. Reaction SMILES: [CH2:1]([NH:8][CH2:9][C@H:10]1[CH2:15][O:14][C:13]2[CH:16]=[CH:17][C:18]([N+:23]([O-:25])=[O:24])=[C:19]([CH2:20][C:21]#N)[C:12]=2[O:11]1)[C:2]1[CH:7]=[CH:6][CH:5]=[CH:4][CH:3]=1.S(=O)(=O)(O)O.[OH-:31].[NH4+].[CH2:33]([OH:35])[CH3:34]>>[CH2:33]([O:35][C:21](=[O:31])[CH2:20][C:19]1[C:12]2[O:11][C@@H:10]([CH2:9][NH:8][CH2:1][C:2]3[CH:7]=[CH:6][CH:5]=[CH:4][CH:3]=3)[CH2:15][O:14][C:13]=2[CH:16]=[CH:17][C:18]=1[N+:23]([O-:25])=[O:24])[CH3:34] |f:2.3|. Procedure: A 100 mL round bottomed flask equipped with a magnetic stir bar is charged {(3S)-3-[(benzylamino)methyl]-6-nitro-2,3-dihydro-1,4-benzodioxin-5-yl}acetonitrile (5.00 g, 14.5 mmol) and 95% ethanol (7.5 mL). To the stirred solution is added 95% sulfuric acid (5.0 mL, 89.0 mmol). The flask is immersed in an oil bath and heated to 75° C. for 4 days. The solution is cooled to room temperature and absolute ethanol (42.5 mL) is added. The reaction mixture is adjusted to pH 10 by the addition of 28% ammo... Reactants: ClC=1N=NC(=CC1)C1=CC(=C(C=C1)OCCC)OC (3-chloro-6-(3-methoxy-4-n-propoxyphenyl)pyridazine), N#CN.[Na] (sodium cyanamide). The reagents and catalysts are [Cl-].C(CCC)[N+](CCCC)(CCCC)CCCC (tetrabutylammonium chloride). Solvent: C1(=CC=CC=C1)C (toluene). Product: C(#N)NC=1N=NC(=CC1)C1=CC(=C(C=C1)OCCC)OC (3-Cyanamino-6-(3-methoxy-4-n-propoxyphenyl)pyridazine). RXN SMILES: Cl[C:2]1[N:3]=[N:4][C:5]([C:8]2[CH:13]=[CH:12][C:11]([O:14][CH2:15][CH2:16][CH3:17])=[C:10]([O:18][CH3:19])[CH:9]=2)=[CH:6][CH:7]=1.[N:20]#[C:21][NH2:22].[Na]>[Cl-].C([N+](CCCC)(CCCC)CCCC)CCC.C1(C)C=CC=CC=1>[C:21]([NH:22][C:2]1[N:3]=[N:4][C:5]([C:8]2[CH:13]=[CH:12][C:11]([O:14][CH2:15][CH2:16][CH3:17])=[C:10]([O:18][CH3:19])[CH:9]=2)=[CH:6][CH:7]=1)#[N:20] |f:1.2,3.4,^1:22|. Reported procedure: 1.8 g 3-chloro-6-(3-methoxy-4-n-propoxyphenyl)pyridazine, 0.8 g sodium cyanamide and 3.6 g tetrabutylammonium chloride are boiled under reflux in 30 ml dry toluene for 5 hours. The reaction mixture is then evaporated in vacuo and the residue is boiled up briefly with 200 ml 2 N sodium hydrogen sulphate solution, while stirring thoroughly, the reaction product precipitating as a fine crystalline precipitate. The precipitate is filtered off with suction, washed with water and dried in vacuo. For p... The reactants are Br, O=[N+]([O-])c1ccc(Cl)c(C2CC3=NCCN3C2)c1Cl, [H][H], O. The product is Br, Nc1ccc(Cl)c(C2CC3=NCCN3C2)c1Cl. RXN SMILES: [BrH:1].[Cl:2][c:3]1[c:4]([CH:13]2[CH2:14][C:15]3=[N:19][CH2:18][CH2:17][N:16]3[CH2:20]2)[c:5]([Cl:12])[cH:6][cH:7][c:8]1[N+:9]([O-:10])=[O:11].[H:21][H:22].[OH2:23]>>[BrH:1].[Cl:2][c:3]1[c:4]([CH:13]2[CH2:14][C:15]3=[N:19][CH2:18][CH2:17][N:16]3[CH2:20]2)[c:5]([Cl:12])[cH:6][cH:7][c:8]1[NH2:9]. Starting materials: C(C#C)NC1=C(C=CC=C1C)C (N-(2-propynyl)-2,6-dimethylbenzenamine), COCC(=O)Cl (methoxyacetyl chloride), 4A. The solvent is C1(=CC=CC=C1)C (toluene). Run at time 8 hour. Product: COCC(=O)N(C1=C(C=CC=C1C)C)CC#C (N-(2-Methoxyacetyl)-N-(2-propynyl)-2,6-dimethylbenzenamine). Isolated yield 55.6%. As a reaction SMILES: [CH2:1]([NH:4][C:5]1[C:10]([CH3:11])=[CH:9][CH:8]=[CH:7][C:6]=1[CH3:12])[C:2]#[CH:3].[CH3:13][O:14][CH2:15][C:16](Cl)=[O:17]>C1(C)C=CC=CC=1>[CH3:13][O:14][CH2:15][C:16]([N:4]([CH2:1][C:2]#[CH:3])[C:5]1[C:10]([CH3:11])=[CH:9][CH:8]=[CH:7][C:6]=1[CH3:12])=[O:17]. Procedure: A mixture of 3.18 g (0.02 mole) of N-(2-propynyl)-2,6-dimethylbenzenamine, 2.4 g (0.022 mole) of methoxyacetyl chloride and 6 g of 4A molecular sieves in 100 ml of toluene is stirred at 60° overnight under a nitrogen atmosphere. The reaction mixture is cooled to room temperature and then filtered. The filtrate is combined with 200 ml of ether and washed with water, saturated sodium chloride solution, and dried over sodium sulfate. The drying agent is filtered and the solvent is evaporated under ... Starting materials: CO, Nc1ccc(C(=O)O)cc1C(=O)O. Yields the product COC(=O)c1ccc(N)c(C(=O)O)c1. Reaction SMILES: [CH3:14][OH:15].[NH2:1][c:2]1[c:3]([C:11](=[O:12])[OH:13])[cH:4][c:5]([C:6](=[O:7])[OH:8])[cH:9][cH:10]1>>[NH2:1][c:2]1[c:3]([C:11](=[O:12])[OH:13])[cH:4][c:5]([C:6](=[O:7])[O:8][CH3:14])[cH:9][cH:10]1. Reactants: CC(=O)[O-], COC(C)O, [NH4+], O=C(O)CC(=O)O, O=Cc1ccc(-c2ccccc2)cc1. Yields the product NC(CC(=O)O)c1ccc(-c2ccccc2)cc1. As a reaction SMILES: [CH3:23][C:24](=[O:25])[O-:26].[CH3:27][O:28][CH:29]([OH:30])[CH3:31].[NH4+:22].[OH:15][C:16](=[O:17])[CH2:18][C:19](=[O:20])[OH:21].[c:1]1(-[c:7]2[cH:8][cH:9][c:10]([CH:11]=[O:12])[cH:13][cH:14]2)[cH:2][cH:3][cH:4][cH:5][cH:6]1>>[c:1]1(-[c:7]2[cH:8][cH:9][c:10]([CH:11]([CH2:18][C:16]([OH:15])=[O:17])[NH2:22])[cH:13][cH:14]2)[cH:2][cH:3][cH:4][cH:5][cH:6]1. Reactants: C=C(C)C(=O)Cl, Cl, NCCc1ccc(O)c(O)c1. Product: C=C(C)C(=O)NCCc1ccc(O)c(O)c1. Reaction SMILES: [C:13]([C:14](=[CH2:15])[CH3:16])(=[O:17])[Cl:18].[ClH:1].[NH2:2][CH2:3][CH2:4][c:5]1[cH:6][c:7]([OH:8])[c:9]([OH:10])[cH:11][cH:12]1>>[NH:2]([CH2:3][CH2:4][c:5]1[cH:6][c:7]([OH:8])[c:9]([OH:10])[cH:11][cH:12]1)[C:13]([C:14](=[CH2:15])[CH3:16])=[O:17]. Starting materials: CC(=O)O, [Fe], O, O=[N+]([O-])c1cc(OC(F)(F)F)ccc1OC1(Sc2ccccc2)CC1. Yields the product Nc1cc(OC(F)(F)F)ccc1OC1(Sc2ccccc2)CC1. RXN SMILES: [CH3:27][C:28](=[O:29])[OH:30].[Fe:31].[OH2:26].[c:1]1([S:7][C:8]2([O:11][c:12]3[c:13]([N+:23]([O-:24])=[O:25])[cH:14][c:15]([O:18][C:19]([F:20])([F:21])[F:22])[cH:16][cH:17]3)[CH2:9][CH2:10]2)[cH:2][cH:3][cH:4][cH:5][cH:6]1>>[c:1]1([S:7][C:8]2([O:11][c:12]3[c:13]([NH2:23])[cH:14][c:15]([O:18][C:19]([F:20])([F:21])[F:22])[cH:16][cH:17]3)[CH2:9][CH2:10]2)[cH:2][cH:3][cH:4][cH:5][cH:6]1.